From a dataset of the Open Reaction Database (ORD), a public repository of structured organic reaction records. describe an organic reaction: reactants, conditions, products, and yield The reactants are C(C)(C)(C)OC(NC1CC2=CC=C(C=C2C1)NC(=O)C=1C(=CC=CC1)C1=CC=C(C=C1)C(F)(F)F)=O ({5-[(4′-trifluoromethylbiphenyl-2-carbonyl)-amino]indan-2-yl}-carbamic acid tert-butyl ester). Run in C(=O)O (formic acid). Conditions: time 3 hour. The product is NC1CC2=CC=C(C=C2C1)NC(=O)C=1C(=CC=CC1)C1=CC=C(C=C1)C(F)(F)F (4′-trifluoromethylbiphenyl-2-carboxylic acid (2-amino-indan-5-yl)-amide). RXN SMILES: C(OC(=O)[NH:7][CH:8]1[CH2:16][C:15]2[C:10](=[CH:11][CH:12]=[C:13]([NH:17][C:18]([C:20]3[C:21]([C:26]4[CH:31]=[CH:30][C:29]([C:32]([F:35])([F:34])[F:33])=[CH:28][CH:27]=4)=[CH:22][CH:23]=[CH:24][CH:25]=3)=[O:19])[CH:14]=2)[CH2:9]1)(C)(C)C>C(O)=O>[NH2:7][CH:8]1[CH2:16][C:15]2[C:10](=[CH:11][CH:12]=[C:13]([NH:17][C:18]([C:20]3[C:21]([C:26]4[CH:27]=[CH:28][C:29]([C:32]([F:33])([F:34])[F:35])=[CH:30][CH:31]=4)=[CH:22][CH:23]=[CH:24][CH:25]=3)=[O:19])[CH:14]=2)[CH2:9]1. Procedure: A solution of the title E compound ({5-[(4′-trifluoromethylbiphenyl-2-carbonyl)-amino]indan-2-yl}-carbamic acid tert-butyl ester, 5.19 g, 10.5 mmol) in formic acid (40 mL) is heated to 40° C. with stirring. After 3 h, the reaction mixture is cooled to room temperature and stirring is continued for 16 h. The reaction mixture is concentrated under reduced pressure and the resulting oil dissolved in ethyl acetate. The organic layer is washed with 8% NaHCO3 solution until the aqueous layer remains b... Procedure details: Pyridine (0.7 cm3) and a solution of 3-bromo-4-fluorobenzyl alcohol (5 g) in dry toluene (50 cm3) were added to a stirred solution of phosphorus tribromide (2.64 g) in dry toluene (50 cm3) under an atmosphere of nitrogen, the temperature of the reaction mixture being maintained at -10° C. during the addition. The mixture was allowed to warm to the ambient temperature (ca. 20° C.) and was stirred for one hour. The mixture was poured into ice and the products extracted into diethyl ether. The comb... Starting materials: P([O-])([O-])[O-] (phosphite), N1=CC=CC=C1 (Pyridine), BrC=1C=C(CO)C=CC1F (3-bromo-4-fluorobenzyl alcohol), P(Br)(Br)Br (phosphorus tribromide). RXN SMILES: N1C=CC=CC=1.[Br:7][C:8]1[CH:9]=[C:10]([CH:13]=[CH:14][C:15]=1[F:16])[CH2:11]O.P(Br)(Br)[Br:18].P([O-])([O-])[O-]>C1(C)C=CC=CC=1>[Br:7][C:8]1[CH:9]=[C:10]([CH:13]=[CH:14][C:15]=1[F:16])[CH2:11][Br:18]. Run at temperature -10 celsius, time 1 hour. Product: BrC=1C=C(CBr)C=CC1F (3-Bromo-4-fluorobenzyl bromide). Solvent: C1(=CC=CC=C1)C (toluene), C1(=CC=CC=C1)C (toluene). Starting materials: ClCCS(=O)(=O)Cl (Chloroethylsulfonylchloride), C(CCC)[C@H]1CN(CCN1)C(=O)C1=CC=CC2=CC=CC=C12 (3(S)-butyl-1-(1-naphthoyl)piperazine), C(C)(C)N(CC)C(C)C (diisopropylethylamine). Solvent: ClCCl (dichloromethane). Conditions: time 8 hour. Yields the product C(CCC)[C@@H]1N(CCN(C1)C(=O)C1=CC=CC2=CC=CC=C12)S(=O)(=O)C=C (2(S)-Butyl-4-(1-naphthoyl)-1-vinylsulfonylpiperazine). As a reaction SMILES: Cl[CH2:2][CH2:3][S:4](Cl)(=[O:6])=[O:5].[CH2:8]([C@@H:12]1[NH:17][CH2:16][CH2:15][N:14]([C:18]([C:20]2[C:29]3[C:24](=[CH:25][CH:26]=[CH:27][CH:28]=3)[CH:23]=[CH:22][CH:21]=2)=[O:19])[CH2:13]1)[CH2:9][CH2:10][CH3:11].C(N(C(C)C)CC)(C)C>ClCCl>[CH2:8]([C@H:12]1[CH2:13][N:14]([C:18]([C:20]2[C:29]3[C:24](=[CH:25][CH:26]=[CH:27][CH:28]=3)[CH:23]=[CH:22][CH:21]=2)=[O:19])[CH2:15][CH2:16][N:17]1[S:4]([CH:3]=[CH2:2])(=[O:6])=[O:5])[CH2:9][CH2:10][CH3:11]. Procedure details: Chloroethylsulfonylchloride (0.038 mL, 0.314 mmol) was added to a solution of 3(S)-butyl-1-(1-naphthoyl)piperazine (0.095 g, 0.285 mmol) and diisopropylethylamine (0.119 mL, 0.685 mmol) in dichloromethane (3 mL). The reaction was stirred overnight under nitrogen, quenched with saturated sodium bicarbonate and extracted into ethyl acetate. After drying with magnesium sulfate, the title compound was isolated. Starting materials: CC1([C@@H](N2[C@H](S1(=O)=O)CC2=O)C(=O)[O-])C.[Na+] (sulbactam sodium salt), C(C)(C)N(CC)C(C)C (diisopropylethylamine), ClCBr (chlorobromomethane). The reagents and catalysts are S(=O)(=O)(O)[O-].C(CCC)[N+](CCCC)(CCCC)CCCC (tetrabutylammonium hydrogen sulfate). Reaction conditions: time 5 hour. Product: CC1([C@@H](N2[C@H](S1(=O)=O)CC2=O)C(=O)O)C (sulbactam), oil. Isolated yield 84.0%. As a reaction SMILES: [CH3:1][C:2]1([CH3:15])[S:6](=[O:8])(=[O:7])[C@@H:5]2[CH2:9][C:10](=[O:11])[N:4]2[C@H:3]1[C:12]([O-:14])=[O:13].[Na+].ClCBr.C(N(C(C)C)CC)(C)C>S([O-])(O)(=O)=O.C([N+](CCCC)(CCCC)CCCC)CCC>[CH3:1][C:2]1([CH3:15])[S:6](=[O:7])(=[O:8])[C@@H:5]2[CH2:9][C:10](=[O:11])[N:4]2[C@H:3]1[C:12]([OH:14])=[O:13] |f:0.1,4.5|. Procedure details: The tetrabutylammonium salt of sulbactam (53 g of an oil) was prepared from sulbactam sodium salt (20.0 g, 0.078 mol) and tetrabutylammonium hydrogen sulfate (33.2 g) according to the method of Example 1. The entire 53 g batch was taken into 1280 ml of chlorobromomethane containing 1.70 ml (0.0098 mol) of diisopropylethylamine. After 5 hours, the reaction mixture was extracted with 3×100 ml of water. By optical rotation assay, the first, second and third extracts contained 5.7%, 1.1% and 0.3% of... The reactants are CC#N, O, CCOC(=O)c1ccc(CCCC2SC(C)(C)C(=O)N2CCC2(O)CCCCC2)cc1. Product: CC1(C)SC(CCCc2ccc(C(=O)O)cc2)N(CCC2(O)CCCCC2)C1=O. RXN SMILES: [C:33](#[N:34])[CH3:35].[OH2:32].[OH:1][C:2]1([CH2:8][CH2:9][N:10]2[CH:11]([CH2:18][CH2:19][CH2:20][c:21]3[cH:22][cH:23][c:24]([C:25](=[O:26])[O:27][CH2:28][CH3:29])[cH:30][cH:31]3)[S:12][C:13]([CH3:16])([CH3:17])[C:14]2=[O:15])[CH2:3][CH2:4][CH2:5][CH2:6][CH2:7]1>>[OH:1][C:2]1([CH2:8][CH2:9][N:10]2[CH:11]([CH2:18][CH2:19][CH2:20][c:21]3[cH:22][cH:23][c:24]([C:25](=[O:26])[OH:27])[cH:30][cH:31]3)[S:12][C:13]([CH3:16])([CH3:17])[C:14]2=[O:15])[CH2:3][CH2:4][CH2:5][CH2:6][CH2:7]1. Reactants: ClC=1N=CC(=C2C=CC(=NC12)C)I (8-chloro-5-iodo-2-methyl-[1,7]naphthyridine), O.CC1=NC=C(C=C1)B(O)O (2-methylpyridine-5-boronic acid hydrate), NC=1SC=C(N1)C (2-amino-4-methylthiazole). Product: CC1=NC2=C(N=CC(=C2C=C1)C=1C=NC(=CC1)C)NC=1SC=C(N1)C ([2-Methyl-5-(6-methyl-pyridin-3-yl)-[1,7]naphthyridin-8-yl]-(4-methyl-thiazol-2-yl)-amine). RXN SMILES: Cl[C:2]1[N:3]=[CH:4][C:5](I)=[C:6]2[C:11]=1[N:10]=[C:9]([CH3:12])[CH:8]=[CH:7]2.O.[CH3:15][C:16]1[CH:21]=[CH:20][C:19](B(O)O)=[CH:18][N:17]=1.[NH2:25][C:26]1[S:27][CH:28]=[C:29]([CH3:31])[N:30]=1>>[CH3:12][C:9]1[CH:8]=[CH:7][C:6]2[C:11](=[C:2]([NH:25][C:26]3[S:27][CH:28]=[C:29]([CH3:31])[N:30]=3)[N:3]=[CH:4][C:5]=2[C:19]2[CH:18]=[N:17][C:16]([CH3:15])=[CH:21][CH:20]=2)[N:10]=1 |f:1.2|. Procedure details: The title compound, MS: m/e=348.2 (M+H+), was prepared in accordance with the general method of example 15 step 1 and step 3 from 8-chloro-5-iodo-2-methyl-[1,7]naphthyridine (Example I), 2-methylpyridine-5-boronic acid hydrate and 2-amino-4-methylthiazole.